This data is from the Open Reaction Database (ORD), a public repository of structured organic reaction records. The task is: describe an organic reaction: reactants, conditions, products, and yield Reactants: C(C)OC(CC(=O)C1CCC(N(C1)C(=O)OC(C)(C)C)C(=O)OC(C)(C)C)=O (Di-tert-butyl 5-(3-ethoxy-3-oxopropanoyl)piperidine-1,2-dicarboxylate), NC1=NNC=C1 (3-amino-1H-pyrazole). Run in ClCCl (dichloromethane). Run at temperature 100 celsius. Product: OC1=CC(=NC=2N1N=CC2)C2CCC(N(C2)C(=O)OC(C)(C)C)C(=O)OC(C)(C)C (Di-tert-butyl 5-(7-hydroxypyrazolo[1,5-a]pyrimidin-5-yl)piperidine-1,2-dicarboxylate). As a reaction SMILES: C(O[C:4](=[O:28])[CH2:5][C:6]([CH:8]1[CH2:13][N:12]([C:14]([O:16][C:17]([CH3:20])([CH3:19])[CH3:18])=[O:15])[CH:11]([C:21]([O:23][C:24]([CH3:27])([CH3:26])[CH3:25])=[O:22])[CH2:10][CH2:9]1)=O)C.[NH2:29][C:30]1[CH:34]=[CH:33][NH:32][N:31]=1>ClCCl>[OH:28][C:4]1[N:31]2[N:32]=[CH:33][CH:34]=[C:30]2[N:29]=[C:6]([CH:8]2[CH2:13][N:12]([C:14]([O:16][C:17]([CH3:18])([CH3:19])[CH3:20])=[O:15])[CH:11]([C:21]([O:23][C:24]([CH3:25])([CH3:26])[CH3:27])=[O:22])[CH2:10][CH2:9]2)[CH:5]=1. Reported procedure: Di-tert-butyl 5-(3-ethoxy-3-oxopropanoyl)piperidine-1,2-dicarboxylate (18.79 mmol, 7.5 g) and 3-amino-1H-pyrazole (15.0 mmol, 1.25 g) were mixed and heated neat at 100° C. for 16 hours. The resulting residue is dissolved in dichloromethane (100 mL) and concentrated in vacuo to remove water formed during cyclization. LC-MS: 419 [M+H]. This solid is taken forward without further purification. Starting materials: O=C(CBr)c1cc(Cl)ccc1O, CN(C)C=O, c1c[nH]cn1. The product is O=C(Cn1ccnc1)c1cc(Cl)ccc1O. Reaction SMILES: [Br:6][CH2:7][C:8](=[O:9])[c:10]1[c:11]([OH:17])[cH:12][cH:13][c:14]([Cl:16])[cH:15]1.[CH3:18][N:19]([CH3:20])[CH:21]=[O:22].[nH:1]1[cH:2][n:3][cH:4][cH:5]1>>[n:1]1([CH2:7][C:8](=[O:9])[c:10]2[c:11]([OH:17])[cH:12][cH:13][c:14]([Cl:16])[cH:15]2)[cH:2][n:3][cH:4][cH:5]1. Reaction conditions: temperature 100 celsius. Procedure details: To 2-chloropyrimidine-4-carboxylic acid (175 mg, 1.104 mmol) in dioxane (2.201 mL) was added 2-[5-(3-amino-5-methylphenyl)-1,3-thiazol-2-yl]-1,1,1-trifluoropropan-2-ol (INTERMEDIATE 17, (334 mg, 1.104 mmol) and acetic acid (69.5 μL, 1.214 mmol). The reaction was heated to 100° C. overnight and was complete by LCMS analysis. The reaction was cooled to room temperature and the solvent was removed under reduced pressure. Remaining acetic acid was azeotroped with toluene (2×5 mL) to yield 2-({3-meth... The reactants are ClC1=NC=CC(=N1)C(=O)O (2-chloropyrimidine-4-carboxylic acid), NC=1C=C(C=C(C1)C)C1=CN=C(S1)C(C(F)(F)F)(C)O (2-[5-(3-amino-5-methylphenyl)-1,3-thiazol-2-yl]-1,1,1-trifluoropropan-2-ol), INTERMEDIATE 17, C(C)(=O)O (acetic acid). Product: CC=1C=C(C=C(C1)C1=CN=C(S1)C(C(F)(F)F)(C)O)NC1=NC=CC(=N1)C(=O)O (2-({3-methyl-5-[2-(1,1,1-trifluoro-2-hydroxypropan-2-yl)-1,3-thiazol-5-yl]phenyl}amino)pyrimidine-4-carboxylic acid). Reaction SMILES: Cl[C:2]1[N:7]=[C:6]([C:8]([OH:10])=[O:9])[CH:5]=[CH:4][N:3]=1.[NH2:11][C:12]1[CH:13]=[C:14]([C:19]2[S:23][C:22]([C:24]([OH:30])([CH3:29])[C:25]([F:28])([F:27])[F:26])=[N:21][CH:20]=2)[CH:15]=[C:16]([CH3:18])[CH:17]=1.C(O)(=O)C>O1CCOCC1>[CH3:18][C:16]1[CH:17]=[C:12]([NH:11][C:2]2[N:7]=[C:6]([C:8]([OH:10])=[O:9])[CH:5]=[CH:4][N:3]=2)[CH:13]=[C:14]([C:19]2[S:23][C:22]([C:24]([OH:30])([CH3:29])[C:25]([F:28])([F:27])[F:26])=[N:21][CH:20]=2)[CH:15]=1. Solvent: O1CCOCC1 (dioxane). Reactants: C(C)(C)OC=1C=C(C(=O)O)C=C(C1)OC(C)C (3,5-diisopropoxybenzoic acid), C(C)(C)OC=1C=C(C(=O)O)C=C(C1)OC(C)C (3,5-diisopropoxybenzoic acid), S(=O)(Cl)Cl (Thionyl chloride). Run in C1=CC=CC=C1 (benzene). The product is C(C)(C)OC=1C=C(C(=O)Cl)C=C(C1)OC(C)C (3,5-diisopropoxybenzoyl chloride). Reaction SMILES: [CH:1]([O:4][C:5]1[CH:6]=[C:7]([CH:11]=[C:12]([O:14][CH:15]([CH3:17])[CH3:16])[CH:13]=1)[C:8](O)=[O:9])([CH3:3])[CH3:2].S(Cl)([Cl:20])=O>C1C=CC=CC=1>[CH:1]([O:4][C:5]1[CH:6]=[C:7]([CH:11]=[C:12]([O:14][CH:15]([CH3:17])[CH3:16])[CH:13]=1)[C:8]([Cl:20])=[O:9])([CH3:3])[CH3:2]. Procedure: Diisopropoxybenzoic acid (compound F, 10 g, 41 mmol) was dissolved in benzene (100 mL) in a 500 mL round bottom flask. Thionyl chloride (12.2 mL, 168 mmol) was added and the reaction heated at reflux for 1 hour. The mixture was then cooled to room temperature and concentrated under reduced pressure. The resulting residue was redissolved in dichloromethane and concentrated again to give 3,5-diisopropoxybenzoyl chloride. In a separate 200 mL flask, N,O-dimethylhydroxylamine-HCl (4.0 g, 42 mmol) wa... Starting materials: CC(C)(C)OC(=O)N1C(C(=O)O)CCC1c1ccccc1, CC(=O)Nc1nc2c(Oc3cc(-c4ccc(C(F)(F)F)cc4N)ncn3)cccc2s1. Yields the product CC(=O)Nc1nc2c(Oc3cc(-c4ccc(C(F)(F)F)cc4NC(=O)C4CCC(c5ccccc5)N4C(=O)OC(C)(C)C)ncn3)cccc2s1. Reaction SMILES: [C:1]([CH3:2])([CH3:3])([CH3:4])[O:5][C:6](=[O:7])[N:8]1[CH:9]([C:19](=[O:20])[OH:21])[CH2:10][CH2:11][CH:12]1[c:13]1[cH:14][cH:15][cH:16][cH:17][cH:18]1.[NH2:22][c:23]1[c:24](-[c:33]2[cH:34][c:35]([O:39][c:40]3[cH:41][cH:42][cH:43][c:44]4[c:45]3[n:46][c:47]([NH:49][C:50]([CH3:51])=[O:52])[s:48]4)[n:36][cH:37][n:38]2)[cH:25][cH:26][c:27]([C:29]([F:30])([F:31])[F:32])[cH:28]1>>[C:1]([CH3:2])([CH3:3])([CH3:4])[O:5][C:6](=[O:7])[N:8]1[CH:9]([C:19](=[O:20])[NH:22][c:23]2[c:24](-[c:33]3[cH:34][c:35]([O:39][c:40]4[cH:41][cH:42][cH:43][c:44]5[c:45]4[n:46][c:47]([NH:49][C:50]([CH3:51])=[O:52])[s:48]5)[n:36][cH:37][n:38]3)[cH:25][cH:26][c:27]([C:29]([F:30])([F:31])[F:32])[cH:28]2)[CH2:10][CH2:11][CH:12]1[c:13]1[cH:14][cH:15][cH:16][cH:17][cH:18]1.